Dataset: the Open Reaction Database (ORD), a public repository of structured organic reaction records. Task: describe an organic reaction: reactants, conditions, products, and yield Starting materials: CC(C)CCNC(=O)c1ccccc1-c1ccccc1CN, CC(C)CCNC(=O)c1ccccc1-c1ccccc1C(N)S(=O)(=O)c1cccc(F)c1, O=S(=O)(Cl)c1cccc(F)c1. Product: CC(C)CCNC(=O)c1ccccc1-c1ccccc1CNS(=O)(=O)c1cccc(F)c1. RXN SMILES: [CH3:1][CH:2]([CH2:3][CH2:4][NH:5][C:6](=[O:7])[c:8]1[c:9](-[c:14]2[c:15]([CH2:20][NH2:21])[cH:16][cH:17][cH:18][cH:19]2)[cH:10][cH:11][cH:12][cH:13]1)[CH3:22].[CH3:34][CH:35]([CH3:36])[CH2:37][CH2:38][NH:39][C:40]([c:41]1[c:42](-[c:43]2[cH:44][cH:45][cH:46][cH:47][c:48]2[CH:49]([S:50]([c:51]2[cH:52][cH:53][cH:54][c:55]([F:56])[cH:57]2)(=[O:58])=[O:59])[NH2:60])[cH:61][cH:62][cH:63][cH:64]1)=[O:65].[F:23][c:24]1[cH:25][c:26]([S:30](=[O:31])(=[O:32])[Cl:33])[cH:27][cH:28][cH:29]1>>[CH3:1][CH:2]([CH2:3][CH2:4][NH:5][C:6](=[O:7])[c:8]1[c:9](-[c:14]2[c:15]([CH2:20][NH:21][S:30]([c:26]3[cH:25][c:24]([F:23])[cH:29][cH:28][cH:27]3)(=[O:31])=[O:32])[cH:16][cH:17][cH:18][cH:19]2)[cH:10][cH:11][cH:12][cH:13]1)[CH3:22]. The reactants are O (water), O (water), [Sr] (strontium), Sr-malonate, C(CC(=O)[O-])(=O)[O-].[Ca+2] (calcium malonate), [Sr] (strontium). The product is C(CC(=O)[O-])(=O)[O-].[Sr+2] (strontium malonate), [Sr] (strontium). RXN SMILES: [C:1]([O-:7])(=[O:6])[CH2:2][C:3]([O-:5])=[O:4].[Ca+2].O.[Sr:10]>>[C:1]([O-:7])(=[O:6])[CH2:2][C:3]([O-:5])=[O:4].[Sr+2:10].[Sr:10] |f:0.1,4.5|. Reported procedure: The compounds (active strontium test-article: Sr-malonate, 189.6 g/mol; Placebo substance, calcium malonate, 142.1 g/mol) was suspended in drinking water for the rats. The salts were prepared in a solution of 1.6 g/l, which is close to saturation (22-25° C.). Thus extensive stirring was required to completely dissolve the substances. A new batch of drinking water was prepared fresh every week for the duration of the experiment. When not in use the solution was stored at room temperature in a clo... The reactants are Cc1ccccc1CC(=O)N(Cc1ccccc1)Cc1ccc(-c2ccccc2S(=O)(=O)N=CN(C)C)cc1, CO, [Na+], [OH-], O. The product is Cc1ccccc1CC(=O)N(Cc1ccccc1)Cc1ccc(-c2ccccc2S(N)(=O)=O)cc1. RXN SMILES: [CH3:1][N:2]([CH:3]=[N:5][S:6](=[O:7])(=[O:8])[c:9]1[c:10](-[c:15]2[cH:16][cH:17][c:18]([CH2:21][N:22]([C:23]([CH2:24][c:25]3[c:26]([CH3:31])[cH:27][cH:28][cH:29][cH:30]3)=[O:32])[CH2:33][c:34]3[cH:35][cH:36][cH:37][cH:38][cH:39]3)[cH:19][cH:20]2)[cH:11][cH:12][cH:13][cH:14]1)[CH3:4].[CH3:42][OH:43].[Na+:41].[OH-:40].[OH2:44]>>[NH2:5][S:6](=[O:7])(=[O:8])[c:9]1[c:10](-[c:15]2[cH:16][cH:17][c:18]([CH2:21][N:22]([C:23]([CH2:24][c:25]3[c:26]([CH3:31])[cH:27][cH:28][cH:29][cH:30]3)=[O:32])[CH2:33][c:34]3[cH:35][cH:36][cH:37][cH:38][cH:39]3)[cH:19][cH:20]2)[cH:11][cH:12][cH:13][cH:14]1. Reactants: N([C@@H](C)C(=O)O)(C)C(=O)OC(C)(C)C (Boc-N-MeAlaOH), CCN=C=NCCCN(C)C (EDCI), C(CC1=CC=CC=C1)NC(=O)[C@H]1N([C@H](CC1)CC=C)C([C@H](CC=C)N)=O ((2S,5R)-5-Allyl-1-((S)-2-amino-pent-4-enoyl)-pyrrolidine-2-carboxylic acid phenethyl-amide). The reagents and catalysts are CN(C)C=1C=CN=CC1 (DMAP). Run in ClCCl (dichloromethane), ClCCl (dichloromethane). Run at time 8 hour. Product: C(CC1=CC=CC=C1)NC(=O)[C@H]1N([C@H](CC1)CC=C)C([C@H](CC=C)NC([C@H](C)N(C)C)=O)=O ((2S,5R)-5-Allyl-1-[(S)-2-((S)-2-dimethylamino-propionylamino)-pent-4-enoyl]-pyrrolidine-2-carboxylic acid phenethyl-amide). RXN SMILES: [N:1]([C:8](OC(C)(C)C)=O)([CH3:7])[C@H:2]([C:4](O)=[O:5])[CH3:3].CCN=C=NCCCN(C)C.[CH2:26]([NH:34][C:35]([C@@H:37]1[CH2:41][CH2:40][C@H:39]([CH2:42][CH:43]=[CH2:44])[N:38]1[C:45](=[O:51])[C@@H:46]([NH2:50])[CH2:47][CH:48]=[CH2:49])=[O:36])[CH2:27][C:28]1[CH:33]=[CH:32][CH:31]=[CH:30][CH:29]=1>ClCCl.CN(C1C=CN=CC=1)C>[CH2:26]([NH:34][C:35]([C@@H:37]1[CH2:41][CH2:40][C@H:39]([CH2:42][CH:43]=[CH2:44])[N:38]1[C:45](=[O:51])[C@@H:46]([NH:50][C:4](=[O:5])[C@@H:2]([N:1]([CH3:8])[CH3:7])[CH3:3])[CH2:47][CH:48]=[CH2:49])=[O:36])[CH2:27][C:28]1[CH:29]=[CH:30][CH:31]=[CH:32][CH:33]=1. Reported procedure: Boc-N-MeAlaOH (5.36 g, 26.4 mmol) is suspended in dichloromethane (200 mL) and EDCI (5.4 g, 28 mmol) and DMAP (3.4 g, 28 mmol) are added to obtain a clear solution. 11G in dichloromethane (50 mL) is added and stirred overnight followed by quenching with saturated bicarb and extracting with dichloromethane then washing with brine, drying over anhydrous magnesium sulfate, filtering and concentrating. LCMS characterization ES+541.2 (m+1). The reactants are C1(CC1)C1=CC(=NN1)NC=1C(=C(C=CC1N)N[C@@H](C)C1=CC=C(C=C1)F)F ((S)-N3-(5-cyclopropyl-1H-pyrazol-3-yl)-2-fluoro-N1-[1-(4-fluorophenyl)ethyl]benzene-1,3,4-triamine), C(C)(=O)O.C(=N)N (formamidine acetate), C([O-])(O)=O.[Na+] (sodium bicarbonate), CCOC(=O)C (EtOAc). Run in CCO (EtOH). Product: C1(CC1)C1=CC(=NN1)N1C=NC2=C1C(=C(C=C2)N[C@@H](C)C2=CC=C(C=C2)F)F (3-(5-Cyclopropyl-1H-pyrazol-3-yl)-4-fluoro-N-[(S)-1-(4-fluorophenyl)ethyl]-3H-benzo[d]imidazol-5-amine). The yield is 32.9%. Reaction SMILES: [CH:1]1([C:4]2[NH:8][N:7]=[C:6]([NH:9][C:10]3[C:11]([F:27])=[C:12]([NH:17][C@H:18]([C:20]4[CH:25]=[CH:24][C:23]([F:26])=[CH:22][CH:21]=4)[CH3:19])[CH:13]=[CH:14][C:15]=3[NH2:16])[CH:5]=2)[CH2:3][CH2:2]1.[C:28](O)(=O)C.C(N)=N.C(=O)(O)[O-].[Na+].CCOC(C)=O>CCO>[CH:1]1([C:4]2[NH:8][N:7]=[C:6]([N:9]3[C:10]4[C:11]([F:27])=[C:12]([NH:17][C@H:18]([C:20]5[CH:21]=[CH:22][C:23]([F:26])=[CH:24][CH:25]=5)[CH3:19])[CH:13]=[CH:14][C:15]=4[N:16]=[CH:28]3)[CH:5]=2)[CH2:3][CH2:2]1 |f:1.2,3.4|. Reported procedure: A mixture of (S)-N3-(5-cyclopropyl-1H-pyrazol-3-yl)-2-fluoro-N1-[1-(4-fluorophenyl)ethyl]benzene-1,3,4-triamine (Method 71; 0.370 g, 1.00 mmol) and formamidine acetate (0.209 g, 2.00 mmol) in EtOH (10 ml) was heated at reflux for 1 hour. After cooling, the reaction mixture was treated with saturated sodium bicarbonate solution (5 ml) and EtOAc (15 ml). The organic layer was separated, washed with brine (3 ml), and dried over Na2SO4. The solvent was removed under reduced pressure and the residue ... Starting materials: CC(C)(C)OC(=O)N(CCCNC(=O)OCc1ccccc1)CC1CC1, CCO. Yields the product CC(C)(C)OC(=O)N(CCCN)CC1CC1. As a reaction SMILES: [C:1]([CH3:2])([CH3:3])([CH3:4])[O:5][C:6]([N:7]([CH2:8][CH:9]1[CH2:10][CH2:11]1)[CH2:12][CH2:13][CH2:14][NH:15][C:16]([O:17][CH2:18][c:19]1[cH:20][cH:21][cH:22][cH:23][cH:24]1)=[O:25])=[O:26].[CH3:27][CH2:28][OH:29]>>[C:1]([CH3:2])([CH3:3])([CH3:4])[O:5][C:6]([N:7]([CH2:8][CH:9]1[CH2:10][CH2:11]1)[CH2:12][CH2:13][CH2:14][NH2:15])=[O:26].